From a dataset of the Open Reaction Database (ORD), a public repository of structured organic reaction records. describe an organic reaction: reactants, conditions, products, and yield Reactants: OCC1=NCC2=NC3=CC=CC=C3C2=C1 (3-(hydroxymethyl)-1H-β-carboline), S(=O)(Cl)Cl (thionylchoride). Yields the product Cl.ClCC1=NCC2=NC3=CC=CC=C3C2=C1 (3-(chloromethyl)-1H-β-carboline hydrochloride). The yield is 100.0%. Reaction SMILES: O[CH2:2][C:3]1[CH:15]=[C:14]2[C:6](=[N:7][C:8]3[C:13]2=[CH:12][CH:11]=[CH:10][CH:9]=3)[CH2:5][N:4]=1.S(Cl)([Cl:18])=O>>[ClH:18].[Cl:18][CH2:2][C:3]1[CH:15]=[C:14]2[C:6](=[N:7][C:8]3[C:13]2=[CH:12][CH:11]=[CH:10][CH:9]=3)[CH2:5][N:4]=1 |f:2.3|. Procedure: To thionylchoride (50 mL) was added 3-(hydroxymethyl)-1H-β-carboline (2.60 g, 13.12 mmol) and the reaction mixture was refluxed for 1 hour. After cooling down to room temperature the mixture was evaporated in the vacuum and treated with ether (300 mL). The gray solid was collected by filtration, washed with ether and dried in the vacuum to give 3-(chloromethyl)-1H-β-carboline hydrochloride (3.3 g, 100%). Starting materials: BrC1=C(C=CC=C1F)F (1-bromo-2,6-difluorobenzene), N1C=CC2=CC(=CC=C12)B1OC(C)(C)C(C)(C)O1 (5-indoleboronic acid pinacol ester), C(=O)([O-])[O-].[Na+].[Na+] (Na2CO3). Solvent: C(Cl)Cl (DCM), C1(=CC=CC=C1)C.O (toluene H2O), C(Cl)Cl (DCM). Run at temperature 125 celsius. Yields the product FC1=C(C(=CC=C1)F)C=1C=C2C=CNC2=CC1 (5-(2,6-difluorophenyl)-1H-indole). The yield is 74.9%. As a reaction SMILES: Br[C:2]1[C:7]([F:8])=[CH:6][CH:5]=[CH:4][C:3]=1[F:9].[NH:10]1[C:18]2[C:13](=[CH:14][C:15](B3OC(C)(C)C(C)(C)O3)=[CH:16][CH:17]=2)[CH:12]=[CH:11]1.C([O-])([O-])=O.[Na+].[Na+]>C1(C)C=CC=CC=1.O.C(Cl)Cl>[F:9][C:3]1[CH:4]=[CH:5][CH:6]=[C:7]([F:8])[C:2]=1[C:15]1[CH:14]=[C:13]2[C:18](=[CH:17][CH:16]=1)[NH:10][CH:11]=[CH:12]2 |f:2.3.4,5.6|. Reported procedure: A glass microwave reaction vessel was charged with 1-bromo-2,6-difluorobenzene (1.145 mL, 7.71 mmol) and 5-indoleboronic acid pinacol ester (1.50 g, 6.17 mmol) in toluene/H2O (4:1, 15 mL) followed by dichloro(1,1-bis(diphenylphosphinoferrocene)) palladium(ii) complex with DCM (0.252 g, 0.309 mmol) and Na2CO3 (0.645 mL, 15.43 mmol). The reaction mixture was stirred and heated in a Initiator microwave reactor (Personal Chemistry, Biotage AB, Inc., Uppsala, Sweden) at 125° C. for 4 h, and then the ...